This data is from the Open Reaction Database (ORD), a public repository of structured organic reaction records. The task is: describe an organic reaction: reactants, conditions, products, and yield Reactants: 7-[2-{2-(O,O-diethylphosphono)ethoxyimino}-2-(2-formamidothiazol-4-yl)acetamido]-3-(2-benzothiazolyl)thiomethyl-3-cephem-4-carboxylic acid, C[Si](C)(C)C(C(=O)N)[Si](C)(C)C (bis(trimethylsilyl)acetamide), P(=O)(O)(O)CCON=C(C(=O)NC1[C@@H]2N(C(=C(CS2)CSC=2SC3=C(N2)C=CC=C3)C(=O)O)C1=O)C=1N=C(SC1)NC=O (7-[2-(2-phosphonoethoxyimino)-2-(2-formamidothiazol-4-yl)acetamido]-3-(2-benzothiazolyl)thiomethyl-3-cephem-4-carboxylic acid), C[Si](C)(C)Br (trimethylsilyl bromide). Solvent: C(Cl)Cl (methylene chloride). Run at time 30 minute. Yields the product P(=O)(O)(O)CCON=C(C(=O)NC1[C@@H]2N(C(=C(CS2)CSC=2SC3=C(N2)C=CC=C3)C(=O)O)C1=O)C=1N=C(SC1)N (7-[2-(2-Phosphonoethoxyimino)-2-(2-aminothiazol-4-yl)acetamido]-3-(2-benzothiazolyl)thiomethyl-3-cephem-4-carboxylic acid). As a reaction SMILES: C[Si](C([Si](C)(C)C)C(N)=O)(C)C.C[Si](Br)(C)C.[P:18]([CH2:22][CH2:23][O:24][N:25]=[C:26]([C:53]1[N:54]=[C:55]([NH:58]C=O)[S:56][CH:57]=1)[C:27]([NH:29][CH:30]1[C:51](=[O:52])[N:32]2[C:33]([C:48]([OH:50])=[O:49])=[C:34]([CH2:37][S:38][C:39]3[S:40][C:41]4[CH:47]=[CH:46][CH:45]=[CH:44][C:42]=4[N:43]=3)[CH2:35][S:36][C@H:31]12)=[O:28])([OH:21])([OH:20])=[O:19]>C(Cl)Cl>[P:18]([CH2:22][CH2:23][O:24][N:25]=[C:26]([C:53]1[N:54]=[C:55]([NH2:58])[S:56][CH:57]=1)[C:27]([NH:29][CH:30]1[C:51](=[O:52])[N:32]2[C:33]([C:48]([OH:50])=[O:49])=[C:34]([CH2:37][S:38][C:39]3[S:40][C:41]4[CH:47]=[CH:46][CH:45]=[CH:44][C:42]=4[N:43]=3)[CH2:35][S:36][C@H:31]12)=[O:28])([OH:21])([OH:20])=[O:19]. Procedure: A mixture of 7-[2-{2-(O,O-diethylphosphono)ethoxyimino}-2-(2-formamidothiazol-4-yl)acetamido]-3-(2-benzothiazolyl)thiomethyl-3-cephem-4-carboxylic acid (syn isomer) (2.59 g.), methylene chloride (30 ml.) and bis(trimethylsilyl)acetamide (2.14 g.) was stirred for 30 minutes at 18° to 20° C. and thereto was added trimethylsilyl bromide (2.68 g.) followed by stirring for 5 hours and 45 minutes at 19° to 21° C. The reaction mixture containing 7-[2-(2-phosphonoethoxyimino)-2-(2-formamidothiazol-4-yl)... Starting materials: CCOC(=O)c1sc(N2CCC(NC(=O)c3nc(Cl)c(CC)[nH]3)C(Cl)C2)nc1C, [Li+], [OH-]. Product: CCc1[nH]c(C(=O)NC2CCN(c3nc(C)c(C(=O)O)s3)CC2Cl)nc1Cl. RXN SMILES: [Cl:1][CH:2]1[CH2:3][N:4]([c:19]2[s:20][c:21]([C:25](=[O:26])[O:27][CH2:28][CH3:29])[c:22]([CH3:24])[n:23]2)[CH2:5][CH2:6][CH:7]1[NH:8][C:9](=[O:10])[c:11]1[nH:12][c:13]([CH2:17][CH3:18])[c:14]([Cl:16])[n:15]1.[Li+:30].[OH-:31]>>[Cl:1][CH:2]1[CH2:3][N:4]([c:19]2[s:20][c:21]([C:25](=[O:26])[OH:27])[c:22]([CH3:24])[n:23]2)[CH2:5][CH2:6][CH:7]1[NH:8][C:9](=[O:10])[c:11]1[nH:12][c:13]([CH2:17][CH3:18])[c:14]([Cl:16])[n:15]1. Reactants: COC1=C(C=CC=2CCCCC12)CCCC(=O)O (4-(1-Methoxy-5,6,7,8-tetrahydro-2-naphthyl)-butyric acid). Reagents/catalysts: [Hg](Cl)Cl (mercury(II) chloride), [Zn] (zinc). Run in C1(=CC=CC=C1)C (toluene), O (water), Cl (hydrochloric acid), C(C)(=O)O (acetic acid), Cl (hydrochloric acid), O (water), Cl (hydrochloric acid). Run at time 5 minute. Product: COC1=C(C=CC2=CC=CC=C12)CCCC(=O)O (4-(1-Methoxy-2-naphthyl)butyric acid). Reaction SMILES: [CH3:1][O:2][C:3]1[C:12]2[CH2:11][CH2:10][CH2:9][CH2:8][C:7]=2[CH:6]=[CH:5][C:4]=1[CH2:13][CH2:14][CH2:15][C:16]([OH:18])=[O:17]>C1(C)C=CC=CC=1.O.Cl.C(O)(=O)C.[Zn].[Hg](Cl)Cl>[CH3:1][O:2][C:3]1[C:12]2[C:7](=[CH:8][CH:9]=[CH:10][CH:11]=2)[CH:6]=[CH:5][C:4]=1[CH2:13][CH2:14][CH2:15][C:16]([OH:18])=[O:17]. Procedure details: 155.4 g of zinc turnings, 18.6 g of mercury(II) chloride, 231.2 ml of water and 7.7 ml of concentrated hydrochloric acid are combined and shaken well for 5 minutes. The aqueous phase is decanted off from the zinc amalgam and the latter is added to a solution of 78.45 g (0.31 mol) of the compound from Example 1 in 140 ml of toluene, 175 ml of water, 310 ml of concentrated hydrochloric acid and 15 ml of glacial acetic acid. The mixture is heated to reflux for 18 h, 81 ml of concentrated hydrochlor... The reactants are Cc1ccc(N2CCN(C(=O)c3ccc(Br)cc3S(C)(=O)=O)CC2)c(C)c1, CC(C)C1NC(=O)OC1(C)C. Yields the product Cc1ccc(N2CCN(C(=O)c3ccc(N4C(=O)OC(C)(C)C4C(C)C)cc3S(C)(=O)=O)CC2)c(C)c1. RXN SMILES: [Br:1][c:2]1[cH:3][c:4]([S:24](=[O:25])(=[O:26])[CH3:27])[c:5]([C:8](=[O:9])[N:10]2[CH2:11][CH2:12][N:13]([c:16]3[c:17]([CH3:23])[cH:18][c:19]([CH3:22])[cH:20][cH:21]3)[CH2:14][CH2:15]2)[cH:6][cH:7]1.[CH:28]([CH3:29])([CH3:30])[CH:31]1[NH:32][C:33](=[O:38])[O:34][C:35]1([CH3:36])[CH3:37]>>[c:2]1([N:32]2[CH:31]([CH:28]([CH3:29])[CH3:30])[C:35]([CH3:36])([CH3:37])[O:34][C:33]2=[O:38])[cH:3][c:4]([S:24](=[O:25])(=[O:26])[CH3:27])[c:5]([C:8](=[O:9])[N:10]2[CH2:11][CH2:12][N:13]([c:16]3[c:17]([CH3:23])[cH:18][c:19]([CH3:22])[cH:20][cH:21]3)[CH2:14][CH2:15]2)[cH:6][cH:7]1. Starting materials: Br, ClCCl, CO, C(=NC1CCCCC1)=NC1CCCCC1, ClC(Cl)Cl, O=C(O)CCCN1CCOCC1, CCCCCC(C)C(C)c1cc(O)c2c(c1)OC(C)(C)C1=C2CC(C)CC1. The product is Br, CCCCCC(C)C(C)c1cc(OC(=O)CCCN2CCOCC2)c2c(c1)OC(C)(C)C1=C2CC(C)CC1. As a reaction SMILES: [BrH:28].[CH2:56]([Cl:57])[Cl:58].[CH3:59][OH:60].[CH:41]1([N:42]=[C:43]=[N:44][CH:45]2[CH2:46][CH2:47][CH2:48][CH2:49][CH2:50]2)[CH2:51][CH2:52][CH2:53][CH2:54][CH2:55]1.[Cl:61][CH:62]([Cl:63])[Cl:64].[O:29]1[CH2:30][CH2:31][N:32]([CH2:35][CH2:36][CH2:37][C:38](=[O:39])[OH:40])[CH2:33][CH2:34]1.[OH:1][c:2]1[cH:3][c:4]([CH:19]([CH3:20])[CH:21]([CH2:22][CH2:23][CH2:24][CH2:25][CH3:26])[CH3:27])[cH:5][c:6]2[c:11]1[C:10]1=[C:9]([C:8]([CH3:17])([CH3:18])[O:7]2)[CH2:15][CH2:14][CH:13]([CH3:16])[CH2:12]1>>[BrH:28].[O:1]([c:2]1[cH:3][c:4]([CH:19]([CH3:20])[CH:21]([CH2:22][CH2:23][CH2:24][CH2:25][CH3:26])[CH3:27])[cH:5][c:6]2[c:11]1[C:10]1=[C:9]([C:8]([CH3:17])([CH3:18])[O:7]2)[CH2:15][CH2:14][CH:13]([CH3:16])[CH2:12]1)[C:38]([CH2:37][CH2:36][CH2:35][N:32]1[CH2:31][CH2:30][O:29][CH2:34][CH2:33]1)=[O:39]. Starting materials: CS(C)=O, Cl, COc1cc(F)cc(OCc2ccccc2)c1[N+](=O)[O-], [Na+], [OH-]. Product: COc1cc(O)cc(OCc2ccccc2)c1[N+](=O)[O-]. RXN SMILES: [CH3:23][S:24]([CH3:25])=[O:26].[ClH:27].[F:3][c:4]1[cH:5][c:6]([O:21][CH3:22])[c:7]([N+:18](=[O:19])[O-:20])[c:8]([O:10][CH2:11][c:12]2[cH:13][cH:14][cH:15][cH:16][cH:17]2)[cH:9]1.[Na+:2].[OH-:1]>>[OH:1][c:4]1[cH:5][c:6]([O:21][CH3:22])[c:7]([N+:18](=[O:19])[O-:20])[c:8]([O:10][CH2:11][c:12]2[cH:13][cH:14][cH:15][cH:16][cH:17]2)[cH:9]1. The reactants are CCCC(=O)C1=C(N)C=CC(O)(C(=O)OC)C1, C1CCOC1, O, O, Cc1ccc(S(=O)(=O)O)cc1. Yields the product CCCC(=O)C1CC(O)(C(=O)OC)C=CC1=O. As a reaction SMILES: [NH2:1][C:2]1=[C:7]([C:8]([CH2:9][CH2:10][CH3:11])=[O:12])[CH2:6][C:5]([C:13](=[O:14])[O:15][CH3:16])([OH:17])[CH:4]=[CH:3]1.[O:30]1[CH2:31][CH2:32][CH2:33][CH2:34]1.[OH2:18].[OH2:35].[c:19]1([CH3:20])[cH:21][cH:22][c:23]([S:24]([OH:25])(=[O:26])=[O:27])[cH:28][cH:29]1>>[C:2]1(=[O:26])[CH:3]=[CH:4][C:5]([C:13](=[O:14])[O:15][CH3:16])([OH:17])[CH2:6][CH:7]1[C:8]([CH2:9][CH2:10][CH3:11])=[O:12]. The reactants are CC(C)(C)OC(=O)C(C)(C)Sc1nc(CC(=O)O)cs1, CCCCCCCN, CCN=C=NCCCN(C)C, ClCCl, O, Oc1cccc2[nH]nnc12. Product: CCCCCCCNC(=O)Cc1csc(SC(C)(C)C(=O)OC(C)(C)C)n1. Reaction SMILES: [C:1]([CH3:2])([CH3:3])([CH3:4])[O:5][C:6]([C:7]([CH3:8])([CH3:9])[S:10][c:11]1[s:12][cH:13][c:14]([CH2:16][C:17](=[O:18])[OH:19])[n:15]1)=[O:20].[CH2:21]([CH2:22][CH2:23][CH2:24][CH2:25][CH2:26][CH3:27])[NH2:28].[CH3:29][N:30]([CH3:31])[CH2:32][CH2:33][CH2:34][N:35]=[C:36]=[N:37][CH2:38][CH3:39].[Cl:50][CH2:51][Cl:52].[OH2:53].[OH:40][c:41]1[c:42]2[n:43][n:44][nH:45][c:46]2[cH:47][cH:48][cH:49]1>>[C:1]([CH3:2])([CH3:3])([CH3:4])[O:5][C:6]([C:7]([CH3:8])([CH3:9])[S:10][c:11]1[s:12][cH:13][c:14]([CH2:16][C:17](=[O:19])[NH:28][CH2:21][CH2:22][CH2:23][CH2:24][CH2:25][CH2:26][CH3:27])[n:15]1)=[O:20].